From a dataset of the Open Reaction Database (ORD), a public repository of structured organic reaction records. describe an organic reaction: reactants, conditions, products, and yield Reactants: CN, CCOC(C)=O, CS(C)=O, Fc1cnc(Cl)nc1-c1cccnc1Cl, Cl, O=C(O)C(F)(F)F, [K+], [K+], O=C([O-])[O-], O. Product: CNc1ncc(F)c(-c2cccnc2Cl)n1. As a reaction SMILES: [CH3:17][NH2:18].[CH3:32][CH2:33][O:34][C:35]([CH3:36])=[O:37].[CH3:39][S:40]([CH3:41])=[O:42].[Cl:1][c:2]1[n:3][cH:4][c:5]([F:15])[c:6](-[c:8]2[c:9]([Cl:14])[n:10][cH:11][cH:12][cH:13]2)[n:7]1.[ClH:16].[F:25][C:26]([F:27])([F:28])[C:29]([OH:30])=[O:31].[K+:19].[K+:20].[O-:21][C:22]([O-:23])=[O:24].[OH2:38]>>[c:2]1([NH:18][CH3:17])[n:3][cH:4][c:5]([F:15])[c:6](-[c:8]2[c:9]([Cl:14])[n:10][cH:11][cH:12][cH:13]2)[n:7]1. Reactants: ClC1=NC2=CC=CC=C2C=C1C#N (2-chloro-3-cyanoquinoline), C(C)(=O)O (acetic acid). Reported procedure: Alternatively, the acetanilide can be heated with dimethylformamide, phosphoryl chloride and hydroxylamine hydrochloride to give a 2-chloro-3-cyanoquinoline. This process is a particularly convenient method for obtaining the chlorocyanoquinoline directly from an acetanilide. The indicated chloro-cyano-compound can then be hydrolyzed either under acidic or basic conditions to give the corresponding desired 3-cyano-2(1H)-quinolinone. Specifically, if the 2-chloro-3-cyanoquinoline is boiled in acet... Product: C(#N)C=1C(NC2=CC=CC=C2C1)=O (3-cyano-2(1H)-quinolinone). RXN SMILES: Cl[C:2]1[C:11]([C:12]#[N:13])=[CH:10][C:9]2[C:4](=[CH:5][CH:6]=[CH:7][CH:8]=2)[N:3]=1.C(O)(=[O:16])C>Cl>[C:12]([C:11]1[C:2](=[O:16])[NH:3][C:4]2[C:9]([CH:10]=1)=[CH:8][CH:7]=[CH:6][CH:5]=2)#[N:13]. Run in Cl (hydrochloric acid). The reactants are C12(CC3CC(CC(C1)C3)C2)N[Si](C)(C)Cl ((1-adamantylamino)chlorodimethylsilane), CC=1[CH-]C2=CC=CC=C2C1C.[Li+] (lithium 2.3-dimethylindenide). The solvent is C1CCOC1 (THF), C1CCOC1 (THF). Conditions: time 8 hour. Product: CC=1C(C2=CC=CC=C2C1C)[Si](C)(C)NC12CC3CC(CC(C1)C3)C2 ((2,3-dimethylindenyl)(1-adamantylamino)dimethylsilane). As a reaction SMILES: [C:1]12([NH:11][Si:12](Cl)([CH3:14])[CH3:13])[CH2:10][CH:5]3[CH2:6][CH:7]([CH2:9][CH:3]([CH2:4]3)[CH2:2]1)[CH2:8]2.[CH3:16][C:17]1[CH-:18][C:19]2[C:24]([C:25]=1[CH3:26])=[CH:23][CH:22]=[CH:21][CH:20]=2.[Li+]>C1COCC1>[CH3:16][C:17]1[CH:18]([Si:12]([NH:11][C:1]23[CH2:10][CH:5]4[CH2:6][CH:7]([CH2:9][CH:3]([CH2:4]4)[CH2:2]2)[CH2:8]3)([CH3:13])[CH3:14])[C:19]2[C:24]([C:25]=1[CH3:26])=[CH:23][CH:22]=[CH:21][CH:20]=2 |f:1.2|. Reported procedure: (1-adamantylamino)chlorodimethylsilane (5.48 g, 0.0225 moles) was stirred in THF (100 mL) as lithium 2.3-dimethylindenide (3.40 g, 0.0225 moles) in THF (25 mL) was added dropwise. This mixture was allowed to stir for 8 hours. After the reaction period the volatiles were removed and the residue extracted and filtered using hexane. Removal of the hexane resulted in the isolation of the desired product as a solid. (7.69 g, 97.0 percent). Reactants: NCCCN (1,3-diaminopropane), NCCCN (1,3-diaminopropane), NCCCN (1,3-diaminopropane), C(CCS(=O)(=O)Cl)S(=O)(=O)Cl (1,3-propanedisulfonyl chloride). Run at time 2 minute. Yields the product C(CCS(=O)(=O)Cl)S(=O)(=O)Cl.NCCCN (1,3-propanedisulfonylchloride 1,3-diaminopropane). RXN SMILES: [NH2:1][CH2:2][CH2:3][CH2:4][NH2:5].[CH2:6]([S:13]([Cl:16])(=[O:15])=[O:14])[CH2:7][CH2:8][S:9]([Cl:12])(=[O:11])=[O:10]>>[CH2:8]([S:9]([Cl:12])(=[O:10])=[O:11])[CH2:7][CH2:6][S:13]([Cl:16])(=[O:15])=[O:14].[NH2:1][CH2:2][CH2:3][CH2:4][NH2:5] |f:2.3|. Procedure details: Next, the 1,3-diaminopropane vapor in the condensing chamber 2 was adiabatically expanded, and the introduced base particles were exposed thereto for 2 minutes. Consequently, 1,3-diaminopropane condensed on the surface of the base particles. A polymerization reaction took place between 1,3-diaminopropane condensed on the surface of the base particles and 1,3-propanedisulfonyl chloride making up the base particles, forming a film of 1,3-propanedisulfonylchloride-1,3-diaminopropane co-polymer on t... Starting materials: [Br-].C(C=C)[N+]1=CC(=CC=C1)C(C1=CC=CC=C1)=O (1-(2-Propenyl)-3-benzoyl pyridinium bromide), C1(=CC=CC=C1)CCN1C=C(CCC1)C(=O)C (Methyl 1-(2-phenylethyl)-1,4,5,6-tetrahydro-3-pyridyl ketone). The product is C(CC)N1C=C(CCC1)C(=O)C1=CC=CC=C1 (phenyl 1-propyl-1,4,5,6-tetrahydro-3-pyridyl ketone). RXN SMILES: [Br-].[CH2:2]([N+:5]1[CH:10]=[CH:9][CH:8]=[C:7]([C:11](=[O:18])[C:12]2[CH:17]=[CH:16][CH:15]=[CH:14][CH:13]=2)[CH:6]=1)[CH:3]=[CH2:4].C1(CCN2CCCC(C(C)=O)=C2)C=CC=CC=1>>[CH2:2]([N:5]1[CH2:10][CH2:9][CH2:8][C:7]([C:11]([C:12]2[CH:13]=[CH:14][CH:15]=[CH:16][CH:17]=2)=[O:18])=[CH:6]1)[CH2:3][CH3:4] |f:0.1|. Procedure details: 1-(2-Propenyl)-3-benzoyl pyridinium bromide was hydrogenated according to the procedure of Part (b) of Example 6 to give phenyl 1-propyl-1,4,5,6-tetrahydro-3-pyridyl ketone (10) as a yellow oil. Product: ClC1=C(C(=CC=C1)F)C=1C=C2C(=CNC2=CC1)I (5-(2-chloro-6-fluorophenyl)-3-iodo-1H-indole). Yield: 103.2%. RXN SMILES: [Cl:1][C:2]1[CH:7]=[CH:6][CH:5]=[C:4]([F:8])[C:3]=1[C:9]1[CH:10]=[C:11]2[C:15](=[CH:16][CH:17]=1)[NH:14][CH:13]=[CH:12]2.[I:18]I>>[Cl:1][C:2]1[CH:7]=[CH:6][CH:5]=[C:4]([F:8])[C:3]=1[C:9]1[CH:10]=[C:11]2[C:15](=[CH:16][CH:17]=1)[NH:14][CH:13]=[C:12]2[I:18]. Procedure: This title compound was prepared analogously to compound 25c using 5-(2-chloro-6-fluorophenyl)-1H-indole (15 g, 0.06 mol) and I2 (17.1 g, 0.15 mol) to obtain the crude title compound (23 g). MS (ESI, m/z): 370.8 (M+1). Reactants: compound 25c, ClC1=C(C(=CC=C1)F)C=1C=C2C=CNC2=CC1 (5-(2-chloro-6-fluorophenyl)-1H-indole), II (I2). Reactants: CS(C)=O, CCN(C(C)C)C(C)C, OCc1cc(Cl)cc(OC(F)(F)F)c1, ClCCl, O=C(Cl)C(=O)Cl. The product is O=Cc1cc(Cl)cc(OC(F)(F)F)c1. Reaction SMILES: [CH3:1][S:2]([CH3:3])=[O:4].[CH:25]([N:26]([CH2:27][CH3:28])[CH:29]([CH3:30])[CH3:31])([CH3:32])[CH3:33].[Cl:11][c:12]1[cH:13][c:14]([CH2:15][OH:16])[cH:17][c:18]([O:20][C:21]([F:22])([F:23])[F:24])[cH:19]1.[Cl:34][CH2:35][Cl:36].[Cl:5][C:6]([C:7]([Cl:8])=[O:9])=[O:10]>>[Cl:11][c:12]1[cH:13][c:14]([CH:15]=[O:16])[cH:17][c:18]([O:20][C:21]([F:22])([F:23])[F:24])[cH:19]1. Starting materials: C(C1=CC=CC=C1)C=1C=NC=C(C1Cl)C(=O)OCC (ethyl 3-benzyl-4-chloro-5-pyridinecarboxylate), C(Cl)Cl.CO.Cl.CCOCC (CH2Cl2 Me-OH—HCl Et2O), Cl.COC1=CC=C(C=C1)NN (4-methoxyphenylhydrazine hydrochloride), Cl.ClC1=CC=C(C=C1)NN (4-chlorophenylhydrazine hydrochloride). The product is Cl.C(C1=CC=CC=C1)C=1C=2C(=CNC1)C(N(N2)C2=CC=C(C=C2)OC)=O (7-Benzyl-2,5-dihydro-2-(4-methoxyphenyl)pyrazolo[4,3-c]pryidin-3-one hydrochloride). Yield: 30.0%. RXN SMILES: [CH2:1]([C:8]1[CH:9]=[N:10][CH:11]=[C:12]([C:15]([O:17]CC)=O)[C:13]=1[Cl:14])[C:2]1[CH:7]=[CH:6][CH:5]=[CH:4][CH:3]=1.Cl.[CH3:21][O:22][C:23]1[CH:28]=[CH:27][C:26]([NH:29][NH2:30])=[CH:25][CH:24]=1.Cl.ClC1C=CC(NN)=CC=1.C(Cl)Cl.CO.Cl.CCOCC>>[ClH:14].[CH2:1]([C:8]1[C:13]2[C:12]([C:15](=[O:17])[N:29]([C:26]3[CH:27]=[CH:28][C:23]([O:22][CH3:21])=[CH:24][CH:25]=3)[N:30]=2)=[CH:11][NH:10][CH:9]=1)[C:2]1[CH:3]=[CH:4][CH:5]=[CH:6][CH:7]=1 |f:1.2,3.4,5.6.7.8,9.10|. Procedure: Following a similar procedure to that described in Example 4, except using ethyl 3-benzyl-4-chloro-5-pyridinecarboxylate and 4-methoxyphenylhydrazine hydrochloride instead of ethyl 4-chloro-3-propyl-5-pyridinecarboxylate and 4-chlorophenylhydrazine hydrochloride, the title compound was prepared, after trituration with CH2Cl2-Me-OH—HCl—Et2O, in 30% yield as a cream solid, mp 179-185° C.; 1H NMR (360 MHz, DMSO-d6) δ3.78 (3H, s), 4.00 (2H, m), 7.01 (2H, d, J 9.2 Hz), 7.21 (1H, t, J 7.3 Hz), 7.31 (2... Reactants: BrC1=CC=C(C(=N1)[N+](=O)[O-])OC (6-Bromo-3-methoxy-2-nitropyridine), C(C)O (ethanol), [Cl-].[NH4+] (ammonium chloride). The reagents and catalysts are [Fe] (iron). The solvent is O (water). Run at temperature 72.5 celsius, time 15 minute. Product: NC1=NC(=CC=C1OC)Br (2-Amino-6-bromo-3-methoxypyridine). RXN SMILES: [Br:1][C:2]1[N:7]=[C:6]([N+:8]([O-])=O)[C:5]([O:11][CH3:12])=[CH:4][CH:3]=1.C(O)C.[Cl-].[NH4+]>[Fe].O>[NH2:8][C:6]1[C:5]([O:11][CH3:12])=[CH:4][CH:3]=[C:2]([Br:1])[N:7]=1 |f:2.3|. Reported procedure: To a heterogeneous solution of 6-bromo-3-methoxy-2-nitropyridine (32) (2.32 g, 10 mmol) in of ethanol:water (40 mL, each) were added iron powder (2.8 g, 50 mmol), followed by ammonium chloride (2.64 g, 50 mmol) at room temperature. The resulting heterogeneous mixture was then stirred at 70-75° C. for 15 minutes, filtered through celite (when hot), washed with ethanol (2×50 mL) and solvent was then removed under reduced pressure. The residue upon dilution with water afforded a solid, which was is...